Dataset: the Open Reaction Database (ORD), a public repository of structured organic reaction records. Task: describe an organic reaction: reactants, conditions, products, and yield The reactants are C1CCOC1, CO, COC(=O)C(C)(C)S(=O)(=O)c1ccc2c(c1)nc(CC(C)(C)C)n2CC1CC1, Cl, [Na+], [OH-]. The product is CC(C)(C)Cc1nc2cc(S(=O)(=O)C(C)(C)C(=O)O)ccc2n1CC1CC1. Reaction SMILES: [CH2:34]1[O:35][CH2:36][CH2:37][CH2:38]1.[CH3:32][OH:33].[CH:1]1([CH2:4][n:5]2[c:6]([CH2:24][C:25]([CH3:26])([CH3:27])[CH3:28])[n:7][c:8]3[c:9]2[cH:10][cH:11][c:12]([S:14](=[O:15])(=[O:16])[C:17]([C:18](=[O:19])[O:20][CH3:21])([CH3:22])[CH3:23])[cH:13]3)[CH2:2][CH2:3]1.[ClH:31].[Na+:30].[OH-:29]>>[CH:1]1([CH2:4][n:5]2[c:6]([CH2:24][C:25]([CH3:26])([CH3:27])[CH3:28])[n:7][c:8]3[c:9]2[cH:10][cH:11][c:12]([S:14](=[O:15])(=[O:16])[C:17]([C:18](=[O:19])[OH:20])([CH3:22])[CH3:23])[cH:13]3)[CH2:2][CH2:3]1.